Dataset: the Open Reaction Database (ORD), a public repository of structured organic reaction records. Task: describe an organic reaction: reactants, conditions, products, and yield The reactants are C1=CC(=C2C3=C1C[C@@H]4[C@]5([C@]3(CCN4CC6CC6)[C@@H](O2)C(=O)CC5)O)O (naltrexone), Cl (hydrochloric acid), C(C1=CC=CC=C1)N (benzylamine), [BH4-].[Na+] (sodium borohydride). Yields the product C1C[C@]2([C@H]3CC4=C5[C@@]2(CCN3CC6CC6)[C@H]([C@H]1N)OC5=C(C=C4)O)O (6α-naltrexamine). The yield is 79.0%. Reaction SMILES: [CH:1]1[C:6]2[CH2:7][C@H:8]3[N:13]([CH2:14][CH:15]4[CH2:17][CH2:16]4)[CH2:12][CH2:11][C@:10]45[C@H:18]([C:20]([CH2:22][CH2:23][C@@:9]34[OH:24])=O)[O:19][C:4]([C:5]=25)=[C:3]([OH:25])[CH:2]=1.C([NH2:33])C1C=CC=CC=1.[BH4-].[Na+].Cl>>[CH2:22]1[C@H:20]([NH2:33])[C@@H:18]2[O:19][C:4]3=[C:3]([OH:25])[CH:2]=[CH:1][C:6]4=[C:5]3[C@:10]32[CH2:11][CH2:12][N:13]([CH2:14][CH:15]2[CH2:16][CH2:17]2)[C@H:8]([CH2:7]4)[C@:9]3([OH:24])[CH2:23]1 |f:2.3|. Procedure details: Chemistry. The synthesis of the newly designed NAQ analogues was achieved readily (FIG. 21, Table 8).34-38 Briefly, naltrexone underwent reductive amination with benzylamine and sodium borohydride, followed by catalytic hydrogenation in the presence of the concentrated hydrochloric acid to yield 6α-naltrexamine dihydrocholoride (6α-NTA.2HCl)39 in a total yield of 79%. A variety of substituted isoquinoline-3-carboxylic acids or its saturated counterparts (see Supporting Information) were then cou... Reaction SMILES: [Si]([O:8][CH:9]1[CH2:15][CH:14]2[N:16]([C:17]([O:19][CH2:20][C:21]3[CH:26]=[CH:25][CH:24]=[CH:23][CH:22]=3)=[O:18])[CH:10]1[CH2:11][CH:12]([CH2:27][C:28]([O:30][CH3:31])=[O:29])[CH2:13]2)(C(C)(C)C)(C)C.Cl>CO.O>[OH:8][CH:9]1[CH2:15][CH:14]2[N:16]([C:17]([O:19][CH2:20][C:21]3[CH:22]=[CH:23][CH:24]=[CH:25][CH:26]=3)=[O:18])[CH:10]1[CH2:11][CH:12]([CH2:27][C:28]([O:30][CH3:31])=[O:29])[CH2:13]2. Run at time 30 minute. Run in CO (MeOH), O (water). Reported procedure: crude 109e was dissolved in MeOH (400 mL), 12 N HCl (40 mL, 3.0 eq) was added and then stirred at room temperature for 30 min. The mixture was diluted with water (800 mL), and extracted two times with EA (500 mL). The organic layers were combined, dried over Na2SO4 and concentrated, the residue was purified by silica gel (EA/PE=1:3) to give benzyl 6-hydroxy-3-(2-methoxy-2-oxo-ethyl)-8-azabicyclo[3.2.1]octane-8-carboxylate 109f as a colorless oil, 30 g, yield for two steps, 70%. 1H NMR (400 MHz, ... Yields the product OC1C2CC(CC(C1)N2C(=O)OCC2=CC=CC=C2)CC(=O)OC (benzyl 6-hydroxy-3-(2-methoxy-2-oxo-ethyl)-8-azabicyclo[3.2.1]octane-8-carboxylate). Starting materials: [Si](C)(C)(C(C)(C)C)OC1C2CC(CC(C1)N2C(=O)OCC2=CC=CC=C2)CC(=O)OC (benzyl 6-[tert-butyl(dimethyl)silyl]oxy-3-(2-methoxy-2-oxo-ethyl)-8-azabicyclo[3.2.1]octane-8-carboxylate), Cl (HCl). Starting materials: [N+](=O)([O-])C1=C(C=CC=C1)C(COC(=O)Cl)C (2-(2-nitrophenyl)propoxycarbonylchloride), CN1C=NC=C1 (N-methylimidazole), 5′-O. Run in ClCCl (dichloromethane). Conditions: time 30 minute. The product is [Cl-].[N+](=O)([O-])C1=C(C=CC=C1)C(COC(=O)N1C=[N+](C=C1)C)C (N3-[2-(2-nitrophenyl)propoxycarbonyl]-N-methyl imidazolium chloride). As a reaction SMILES: [N+:1]([C:4]1[CH:9]=[CH:8][CH:7]=[CH:6][C:5]=1[CH:10]([CH3:16])[CH2:11][O:12][C:13]([Cl:15])=[O:14])([O-:3])=[O:2].[CH3:17][N:18]1[CH:22]=[CH:21][N:20]=[CH:19]1>ClCCl>[Cl-:15].[N+:1]([C:4]1[CH:9]=[CH:8][CH:7]=[CH:6][C:5]=1[CH:10]([CH3:16])[CH2:11][O:12][C:13]([N:20]1[CH:21]=[CH:22][N+:18]([CH3:17])=[CH:19]1)=[O:14])([O-:3])=[O:2] |f:3.4|. Reported procedure: 1.07 ml 2-(2-nitrophenyl)propoxycarbonyl chloride (1) (4.4 mmol) are slowly added dropwise to a solution of 1.24 ml N-methylimidazole (14.7 mmol) in 40 ml dichloromethane at 0° C. over molecular sieve 4 Å. Following stirring for 30 minutes in an ice bath this solution is used directly for acylation with 1.2 equivalents of the 5′-O-protected nucleoside building blocks. Reactants: OC1CC(N(C1)C)C(=O)O (4-Hydroxy-1-methyl-pyrrolidine-2-carboxylic acid), C[Si](C)(C)C=[N+]=[N-] ((trimethylsilyl)diazomethane). The solvent is CO (methanol). The product is COC(=O)C1N(CC(C1)O)C (4-hydroxy-1-methyl-pyrrolidine-2-carboxylic acid methyl ester). RXN SMILES: [OH:1][CH:2]1[CH2:6][N:5]([CH3:7])[CH:4]([C:8]([OH:10])=[O:9])[CH2:3]1.[CH3:11][Si](C=[N+]=[N-])(C)C>CO>[CH3:11][O:9][C:8]([CH:4]1[CH2:3][CH:2]([OH:1])[CH2:6][N:5]1[CH3:7])=[O:10]. Procedure: 4-Hydroxy-1-methyl-pyrrolidine-2-carboxylic acid (0.27 g, 1.85 mmol) was dissolved in 5 ml methanol at room temperature and (trimethylsilyl)diazomethane (2M solution in hexane) was added until solution become yellow. The mixture was concentrated down to afford crude 4-hydroxy-1-methyl-pyrrolidine-2-carboxylic acid methyl ester, which was converted to 4-(4-{[(2S,4R)-4-[acetyl(4-chlorophenyl)amino]-2-methyl-3,4-dihydroquinolin-1(2H)-yl]carbonyl}phenoxy)-1-methylpyrrolidine-2-carboxylic acid follow... Starting materials: O=C([O-])O, CC(C)(C)CC=O, CO, Cl, COC(=O)CC(N)C(=O)OC, [Na+], O. Yields the product COC(=O)CC(NCCC(C)(C)C)C(=O)OC. Reaction SMILES: [C:1](=[O:2])([O-:3])[OH:4].[CH3:18][C:19]([CH2:20][CH:21]=[O:22])([CH3:23])[CH3:24].[CH3:26][OH:27].[ClH:6].[NH2:7][CH:8]([CH2:9][C:10](=[O:11])[O:12][CH3:13])[C:14](=[O:15])[O:16][CH3:17].[Na+:5].[OH2:25]>>[NH:7]([CH:8]([CH2:9][C:10](=[O:11])[O:12][CH3:13])[C:14](=[O:15])[O:16][CH3:17])[CH2:21][CH2:20][C:19]([CH3:18])([CH3:23])[CH3:24].